This data is from the Open Reaction Database (ORD), a public repository of structured organic reaction records. The task is: describe an organic reaction: reactants, conditions, products, and yield Reactants: FC=1C=C(C=C(C1)F)CC(=O)N[C@@H](C)C(=O)N[C@H]1[C@H](OC2=C(NC1=O)C=C(C=C2)OC)C2=CC=CC=C2 (N2-[(3,5-Difluorophenyl)acetyl]-N1-[(2R,3S)-7-methoxy-4oxo-2-phenyl-2,3,4,5-tetrahydro-1,5-benzoxazepin-3-yl]-L-alaninamide), BrCC1CC1 ((bromomethyl)cyclopropane), C([O-])([O-])=O.[Cs+].[Cs+] (cesium carbonate). The solvent is CN(C)C=O (DMF), O (water). Run at time 8 hour. The product is C1(CC1)CN1C([C@H]([C@H](OC2=C1C=C(C=C2)OC)C2=CC=CC=C2)NC([C@@H](NC(CC2=CC(=CC(=C2)F)F)=O)C)=O)=O (N1-[(2R,3S)-5-(Cyclopropylmethyl)-7-methoxy-4-oxo-2-phenyl-2,3,4,5-tetrahydro-1,5-benzoxazepin-3-yl]-N2-[(3,5-difluorophenyl)acetyl]-L-alaninamide). Reaction SMILES: [F:1][C:2]1[CH:3]=[C:4]([CH2:9][C:10]([NH:12][C@H:13]([C:15]([NH:17][C@@H:18]2[C:24](=[O:25])[NH:23][C:22]3[CH:26]=[C:27]([O:30][CH3:31])[CH:28]=[CH:29][C:21]=3[O:20][C@@H:19]2[C:32]2[CH:37]=[CH:36][CH:35]=[CH:34][CH:33]=2)=[O:16])[CH3:14])=[O:11])[CH:5]=[C:6]([F:8])[CH:7]=1.Br[CH2:39][CH:40]1[CH2:42][CH2:41]1.C(=O)([O-])[O-].[Cs+].[Cs+]>CN(C=O)C.O>[CH:40]1([CH2:39][N:23]2[C:22]3[CH:26]=[C:27]([O:30][CH3:31])[CH:28]=[CH:29][C:21]=3[O:20][C@H:19]([C:32]3[CH:37]=[CH:36][CH:35]=[CH:34][CH:33]=3)[C@H:18]([NH:17][C:15](=[O:16])[C@H:13]([CH3:14])[NH:12][C:10](=[O:11])[CH2:9][C:4]3[CH:5]=[C:6]([F:8])[CH:7]=[C:2]([F:1])[CH:3]=3)[C:24]2=[O:25])[CH2:42][CH2:41]1 |f:2.3.4|. Procedure: To a stirred solution of N2-[(3,5-difluorophenyl)acetyl]-N1-[(2,3-cis)-7-methoxy-4-oxo-2-phenyl-2,3,4,5-tetrahydro-1,5-benzoxazepin-3-yl]-L-alaninamide (68) (95 mg, 0.186 mmol) in DMF (1 mL) under nitrogen was added (bromomethyl)cyclopropane (70 mg, 0.518 mmol) and powdered cesium carbonate (170 mg, 0.521 mmol). The mixture was stirred overnight at ambient temperature then diluted with water and extracted with ethyl acetate. The residue obtained from the organic extract was purified by flash chr... The reactants are [N+](=O)([O-])C1=C(OC=2C=C(C=CC2)O)C=CC(=C1)C(F)(F)F (3-(2-Nitro-4-trifluoromethylphenoxy)phenol), CSSC (dimethyl disulfide), ClCl (chlorine), CSCl (methyl sulfenyl chloride). The solvent is C(Cl)Cl (methylene chloride), C(Cl)Cl (methylene chloride). Reaction conditions: temperature -20 celsius, time 30 minute. Product: [N+](=O)([O-])C1=C(OC=2C=CC(=C(C2)S)C)C=CC(=C1)C(F)(F)F (5-(2-Nitro-4-trifluoromethylphenoxy) 2-methylthiophenol), [N+](=O)([O-])C1=C(OC=2C=CC(=C(C2)O)SC)C=CC(=C1)C(F)(F)F (5-(2-nitro-4-trifluoromethylphenoxy) 2-(methylthio)phenol). RXN SMILES: [N+:1]([C:4]1[CH:17]=[C:16]([C:18]([F:21])([F:20])[F:19])[CH:15]=[CH:14][C:5]=1[O:6][C:7]1[CH:8]=[C:9]([OH:13])[CH:10]=[CH:11][CH:12]=1)([O-:3])=[O:2].[CH3:22][S:23]Cl.[CH3:25][S:26]SC.ClCl>C(Cl)Cl>[N+:1]([C:4]1[CH:17]=[C:16]([C:18]([F:19])([F:20])[F:21])[CH:15]=[CH:14][C:5]=1[O:6][C:7]1[CH:12]=[CH:11][C:10]([CH3:9])=[C:22]([SH:23])[CH:8]=1)([O-:3])=[O:2].[N+:1]([C:4]1[CH:17]=[C:16]([C:18]([F:19])([F:20])[F:21])[CH:15]=[CH:14][C:5]=1[O:6][C:7]1[CH:12]=[CH:11][C:10]([S:26][CH3:25])=[C:9]([OH:13])[CH:8]=1)([O-:3])=[O:2]. Reported procedure: 3-(2-Nitro-4-trifluoromethylphenoxy)phenol (0.1 mole) and methylene chloride (200 ml) are charged into a glass reaction vessel equipped with a mechanical stirrer and addition funnel. The mixture is stirred until dissolved and cooled to about -20° C. A solution of methyl sulfenyl chloride freshly prepared by reacting dimethyl disulfide (0.15 mole) with chlorine (0.18 mole) in methylene chloride (100 ml) is then added dropwise to the reaction vessel over a period of about 40 minutes. After the add...